This data is from the Open Reaction Database (ORD), a public repository of structured organic reaction records. The task is: describe an organic reaction: reactants, conditions, products, and yield Starting materials: CO, COCCCN1CCOc2ccc(COC3CN(S(=O)(=O)c4ccc(C)cc4)C(CC(=O)O)CC3c3ccc(OC)cc3)cc21, C=[N+]=[N-]. Product: COCCCN1CCOc2ccc(COC3CN(S(=O)(=O)c4ccc(C)cc4)C(CC(=O)OC)CC3c3ccc(OC)cc3)cc21. Reaction SMILES: [CH3:49][OH:50].[CH3:4][O:5][c:6]1[cH:7][cH:8][c:9]([CH:12]2[CH2:13][CH:14]([CH2:45][C:46](=[O:47])[OH:48])[N:15]([S:35](=[O:36])(=[O:37])[c:38]3[cH:39][cH:40][c:41]([CH3:44])[cH:42][cH:43]3)[CH2:16][CH:17]2[O:18][CH2:19][c:20]2[cH:21][cH:22][c:23]3[c:24]([cH:34]2)[N:25]([CH2:29][CH2:30][CH2:31][O:32][CH3:33])[CH2:26][CH2:27][O:28]3)[cH:10][cH:11]1.[N+:1](=[N-:2])=[CH2:3]>>[CH3:3][O:47][C:46]([CH2:45][CH:14]1[CH2:13][CH:12]([c:9]2[cH:8][cH:7][c:6]([O:5][CH3:4])[cH:11][cH:10]2)[CH:17]([O:18][CH2:19][c:20]2[cH:21][cH:22][c:23]3[c:24]([cH:34]2)[N:25]([CH2:29][CH2:30][CH2:31][O:32][CH3:33])[CH2:26][CH2:27][O:28]3)[CH2:16][N:15]1[S:35](=[O:36])(=[O:37])[c:38]1[cH:39][cH:40][c:41]([CH3:44])[cH:42][cH:43]1)=[O:48]. Reactants: O (water), BrCC=1N=C(C2=C(N1)OC(=N2)C2=C(C=CC(=C2)F)Cl)OCCC (5-bromomethyl-2-(2-chloro-5-fluoro-phenyl)-7-propoxy-oxazolo[5,4-d]pyrimidine), N1CCOCC1 (morpholine), C([O-])([O-])=O.[K+].[K+] (potassium carbonate). The solvent is ClCCl (dichloromethane), CN(C=O)C (dimethylformamide). Run at time 4 hour. The product is ClC1=C(C=C(C=C1)F)C=1OC=2N=C(N=C(C2N1)OCCC)CN1CCOCC1 (2-(2-Chloro-5-fluoro-phenyl)-5-morpholin-4-ylmethyl-7-propoxy-oxazolo[5,4-d]pyrimidine). Yield: 54.5%. As a reaction SMILES: Br[CH2:2][C:3]1[N:4]=[C:5]([O:20][CH2:21][CH2:22][CH3:23])[C:6]2[N:11]=[C:10]([C:12]3[CH:17]=[C:16]([F:18])[CH:15]=[CH:14][C:13]=3[Cl:19])[O:9][C:7]=2[N:8]=1.[NH:24]1[CH2:29][CH2:28][O:27][CH2:26][CH2:25]1.C(=O)([O-])[O-].[K+].[K+].O>CN(C)C=O.ClCCl>[Cl:19][C:13]1[CH:14]=[CH:15][C:16]([F:18])=[CH:17][C:12]=1[C:10]1[O:9][C:7]2[N:8]=[C:3]([CH2:2][N:24]3[CH2:29][CH2:28][O:27][CH2:26][CH2:25]3)[N:4]=[C:5]([O:20][CH2:21][CH2:22][CH3:23])[C:6]=2[N:11]=1 |f:2.3.4|. Procedure: A mixture of 130 mg of 5-bromomethyl-2-(2-chloro-5-fluoro-phenyl)-7-propoxy-oxazolo[5,4-d]pyrimidine, 33.9 mg of morpholine and 135 mg of potassium carbonate in 3 ml of dimethylformamide was stirred at room temperature for 4 h. Then 50 ml water and 50 ml of dichloromethane were added. The phases were separated and the aqueous layer was extracted with 50 ml of dichloromethane. The combined organic layers were dried with sodium sulfate, filtered, and evaporated in vacuo. The residue was purified b... Reaction SMILES: [Br-:6].[C:7]([NH3+:8])([CH3:9])([CH3:10])[CH3:11].[CH3:1][Si:2]([CH3:3])([CH3:4])[Cl:5].[CH3:23][S:24]([CH3:25])=[O:26].[CH3:27][C:28]#[N:29].[CH:12]1([C:15]([CH2:16][C:17](=[O:18])[CH:19]2[CH2:20][CH2:21]2)=[O:22])[CH2:13][CH2:14]1.[OH2:30]>>[Cl:5][CH:16]([C:15]([CH:12]1[CH2:13][CH2:14]1)=[O:22])[C:17](=[O:18])[CH:19]1[CH2:20][CH2:21]1. Yields the product O=C(C1CC1)C(Cl)C(=O)C1CC1. Reactants: [Br-], CC(C)(C)[NH3+], C[Si](C)(C)Cl, CS(C)=O, CC#N, O=C(CC(=O)C1CC1)C1CC1, O. The reactants are NC1=C(C(=O)OC(C)(C)C)C=CC(=C1)CCC1=CC=CC=C1 (tert-butyl 2-amino-4-phenethylbenzoate), C(C(=O)Cl)(=O)Cl (oxalyl chloride), COC=1C=C(C=CC(=O)O)C=CC1OC (3,4-dimethoxycinnamic acid). Run in C(C)N(CC)CC (triethylamine), C(Cl)Cl (methylene chloride), CN(C=O)C (N,N-dimethylformamide), C(Cl)Cl (Methylene chloride). Run at time 1 hour. Yields the product COC=1C=C(C=CC1OC)/C=C/C(=O)NC1=C(C(=O)OC(C)(C)C)C=CC(=C1)CCC1=CC=CC=C1 (tert-butyl 2-((E)-3-(3,4-dimethoxyphenyl)acrylamido)-4-phenethylbenzoate). Reaction SMILES: C(Cl)(=O)C(Cl)=O.[CH3:7][O:8][C:9]1[CH:10]=[C:11]([CH:17]=[CH:18][C:19]=1[O:20][CH3:21])[CH:12]=[CH:13][C:14]([OH:16])=O.[NH2:22][C:23]1[CH:35]=[C:34]([CH2:36][CH2:37][C:38]2[CH:43]=[CH:42][CH:41]=[CH:40][CH:39]=2)[CH:33]=[CH:32][C:24]=1[C:25]([O:27][C:28]([CH3:31])([CH3:30])[CH3:29])=[O:26]>C(N(CC)CC)C.C(Cl)Cl.CN(C)C=O>[CH3:7][O:8][C:9]1[CH:10]=[C:11](/[CH:12]=[CH:13]/[C:14]([NH:22][C:23]2[CH:35]=[C:34]([CH2:36][CH2:37][C:38]3[CH:39]=[CH:40][CH:41]=[CH:42][CH:43]=3)[CH:33]=[CH:32][C:24]=2[C:25]([O:27][C:28]([CH3:31])([CH3:30])[CH3:29])=[O:26])=[O:16])[CH:17]=[CH:18][C:19]=1[O:20][CH3:21]. Procedure: 1.0 mL of Methylene chloride, 0.010 mL of N,N-dimethylformamide and 0.064 mL of oxalyl chloride were added to 0.13 g of 3,4-dimethoxycinnamic acid at room temperature sequentially and stirred at the same temperature for 1 hour. The reaction mixture was added to a mixed solution of 1.5 mL of methylene chloride and 0.14 mL of triethylamine containing 0.15 g or tert-butyl 2-amino-4-phenethylbenzoate while ice-cooled and stirred at room temperature overnight. The solvent was evaporated under reduced... Starting materials: NC1=NC(=CC=C1C(=O)C1=C(C=CC=C1)F)Cl ((2-Amino-6-chloro-pyridin-3-yl)-(2-fluoro-phenyl)-methanone), C(C)OC(=O)N1CCC(CC1)N (ethyl-4-amino-1-piperidine carboxylate). Yields the product C(C)OC(=O)N1CCC(CC1)NC1=NC(=C(C=C1)C(C1=C(C=CC=C1)F)=O)N (4-[6-Amino-5-(2-fluoro-benzoyl)-pyridin-2-ylamino]-piperidine-1-carboxylic acid ethyl ester). Reaction SMILES: [NH2:1][C:2]1[C:7]([C:8]([C:10]2[CH:15]=[CH:14][CH:13]=[CH:12][C:11]=2[F:16])=[O:9])=[CH:6][CH:5]=[C:4](Cl)[N:3]=1.[CH2:18]([O:20][C:21]([N:23]1[CH2:28][CH2:27][CH:26]([NH2:29])[CH2:25][CH2:24]1)=[O:22])[CH3:19]>>[CH2:18]([O:20][C:21]([N:23]1[CH2:24][CH2:25][CH:26]([NH:29][C:4]2[CH:5]=[CH:6][C:7]([C:8](=[O:9])[C:10]3[CH:15]=[CH:14][CH:13]=[CH:12][C:11]=3[F:16])=[C:2]([NH2:1])[N:3]=2)[CH2:27][CH2:28]1)=[O:22])[CH3:19]. Reported procedure: The title compound was prepared from (2-Amino-6-chloro-pyridin-3-yl)-(2-fluoro-phenyl)-methanone (Example 7) and ethyl-4-amino-1-piperidine carboxylate (Aldrich) using the procedure described in Step B. Example 6. HRMS, observed: 386.1762, calcd for M+: 386.1754.